Dataset: the Open Reaction Database (ORD), a public repository of structured organic reaction records. Task: describe an organic reaction: reactants, conditions, products, and yield Run in CO (methanol). Procedure: 1,1-dimethylethyl 3-{[(3,4-difluorophenyl)methyl]oxy}piperidine-1-carboxylate (Preparation 145, 3.38 g, 10.3 mmol) was dissolved in methanol (100 ml) and cooled 5 to 0° C., hydrogen chloride gas was bubbled into the reaction mixture for 3-5 min. The reaction mixture was concentrated in vacuo to give an oil, upon tituration with diethyl ether a white solid formed. The solid was separated by filtration to give the title compound (1.78 g, 65%) as the hydrochloride salt. Starting materials: FC=1C=C(C=CC1F)COC1CN(CCC1)C(=O)OC(C)(C)C (1,1-dimethylethyl 3-{[(3,4-difluorophenyl)methyl]oxy}piperidine-1-carboxylate), C(C)OCC (diethyl ether). Product: FC=1C=C(C=CC1F)COC1CNCCC1 (3-{[(3,4-difluorophenyl)methyl]oxy}piperidine). Run at temperature 2.5 celsius. Yield: 76.0%. As a reaction SMILES: [F:1][C:2]1[CH:3]=[C:4]([CH2:9][O:10][CH:11]2[CH2:16][CH2:15][CH2:14][N:13](C(OC(C)(C)C)=O)[CH2:12]2)[CH:5]=[CH:6][C:7]=1[F:8].C(OCC)C>CO>[F:1][C:2]1[CH:3]=[C:4]([CH2:9][O:10][CH:11]2[CH2:16][CH2:15][CH2:14][NH:13][CH2:12]2)[CH:5]=[CH:6][C:7]=1[F:8]. Reactants: CCOC(=O)CC(C)=O, CC(O)[Si](C)(C)C, Cc1ccccc1. Product: CC(=O)CC(=O)O[Si](C)(C)C. Reaction SMILES: [C:1]([CH2:2][C:3](=[O:4])[CH3:5])(=[O:6])[O:7][CH2:8][CH3:9].[CH3:10][Si:11]([CH3:12])([CH3:13])[CH:14]([OH:15])[CH3:16].[CH3:17][c:18]1[cH:19][cH:20][cH:21][cH:22][cH:23]1>>[C:1]([CH2:2][C:3](=[O:4])[CH3:5])(=[O:6])[O:7][Si:11]([CH3:10])([CH3:12])[CH3:13]. Starting materials: CCOC(=O)C.CCCCCCC.C(C)(=O)O (EtOAc heptane acetic acid), CCOC(=O)[C@@H]1N(C[C@@H]([C@H](C1)C1=CC=C(C=C1)OC)OCC=1C=CC2=C(N(CCO2)CCCOC)C1)C(=O)OCC1=CC=CC=C1 ((2R,4R,5R)-4-(4-methoxy-phenyl)-5-[4-(3-methoxy-propyl)-3,4-dihydro-2H-benzo[1,4]oxazin-6-ylmethoxy]-piperidine-1,2-dicarboxylic acid 1-benzyl ester 2-ethyl ester), Cl (hydrochloric acid), [OH-].[Li+] (Lithiumhydroxide). Run in CO.O1CCCC1.O (methanol tetrahydrofuran water). Conditions: time 16 hour. The product is C(C1=CC=CC=C1)OC(=O)N1[C@H](C[C@@H]([C@H](C1)OCC=1C=CC2=C(N(CCO2)CCCOC)C1)C1=CC=C(C=C1)OC)C(=O)O ((2R,4R,5R)-4-(4-Methoxy-phenyl)-5-[4-(3-methoxy-propyl)-3,4-dihydro-2H-benzo[1,4]oxazin-6-ylmethoxy]-piperidine-1,2-dicarboxylic acid 1-benzyl ester). Reaction SMILES: CC[O:3][C:4]([C@H:6]1[CH2:11][C@H:10]([C:12]2[CH:17]=[CH:16][C:15]([O:18][CH3:19])=[CH:14][CH:13]=2)[C@@H:9]([O:20][CH2:21][C:22]2[CH:23]=[CH:24][C:25]3[O:30][CH2:29][CH2:28][N:27]([CH2:31][CH2:32][CH2:33][O:34][CH3:35])[C:26]=3[CH:36]=2)[CH2:8][N:7]1[C:37]([O:39][CH2:40][C:41]1[CH:46]=[CH:45][CH:44]=[CH:43][CH:42]=1)=[O:38])=[O:5].[OH-].[Li+].Cl.CCOC(C)=O.CCCCCCC.C(O)(=O)C>CO.O1CCCC1.O>[CH2:40]([O:39][C:37]([N:7]1[CH2:8][C@H:9]([O:20][CH2:21][C:22]2[CH:23]=[CH:24][C:25]3[O:30][CH2:29][CH2:28][N:27]([CH2:31][CH2:32][CH2:33][O:34][CH3:35])[C:26]=3[CH:36]=2)[C@@H:10]([C:12]2[CH:17]=[CH:16][C:15]([O:18][CH3:19])=[CH:14][CH:13]=2)[CH2:11][C@@H:6]1[C:4]([OH:5])=[O:3])=[O:38])[C:41]1[CH:46]=[CH:45][CH:44]=[CH:43][CH:42]=1 |f:1.2,4.5.6,7.8.9|. Reported procedure: A solution of 0.370 g (2R,4R,5R)-4-(4-methoxy-phenyl)-5-[4-(3-methoxy-propyl)-3,4-dihydro-2H-benzo[1,4]oxazin-6-ylmethoxy]-piperidine-1,2-dicarboxylic acid 1-benzyl ester 2-ethyl ester in 18 ml methanol-tetrahydrofuran-water 1:1:1 is cooled to 0° C. Lithiumhydroxide (0.050 g) is added and the mixture is left to warm to room temperature and stirred for 16 hours at this temperature. The mixture is acidified with 1M hydrochloric acid and extracted with dichloro-methane (2×). The combined organic ph...